From a dataset of the Open Reaction Database (ORD), a public repository of structured organic reaction records. describe an organic reaction: reactants, conditions, products, and yield The reactants are FC(CO)(C(C(CO)(F)F)(F)F)F (2,2,3,3,4,4-hexafluoropentane-1,5-diol), [OH-].[K+] (potassium hydroxide), C(C)I (ethyl iodide). The solvent is O (water). Run at temperature 90 celsius, time 1 hour. The product is FC(CO)(C(C(COCC)(F)F)(F)F)F (2,2,3,3,4,4-hexafluoro-5-ethoxypentanol). Isolated yield 51.9%. As a reaction SMILES: [OH-].[K+].[F:3][C:4]([F:15])([C:7]([F:14])([F:13])[C:8]([F:12])([F:11])[CH2:9][OH:10])[CH2:5][OH:6].[CH2:16](I)[CH3:17]>O>[F:3][C:4]([F:15])([C:7]([F:13])([F:14])[C:8]([F:12])([F:11])[CH2:9][O:10][CH2:16][CH3:17])[CH2:5][OH:6] |f:0.1|. Reported procedure: 30.8 g potassium hydroxide was dissolved in 400 ml of water, 100 g (0.4715 moles) of 2,2,3,3,4,4-hexafluoropentane-1,5-diol (prepared essentially as described supra) was added, and the resulting mixture was heated to 90° C. Over a period of one hour, 74.9 g (0.480 moles) of ethyl iodide was added to the flask via an addition funnel with rapid stirring. The reaction flask was then heated to reflux for two hours. The reaction mixture was cooled to room temperature, and the bottom product phase (87... The reactants are C1(CC1)B(O)O (cyclopropylboronic acid), BrC1=C(C=C(C=C1)Cl)I (1-bromo-4-chloro-2-iodobenzene), P(=O)([O-])([O-])[O-].[K+].[K+].[K+] (potassium phosphate). The reagents and catalysts are C1=CC=C(C=C1)P([C-]2C=CC=C2)C3=CC=CC=C3.C1=CC=C(C=C1)P([C-]2C=CC=C2)C3=CC=CC=C3.Cl[Pd]Cl.[Fe+2].C(Cl)Cl (PdCl2(dppf) DCM). Run in O1CCOCC1 (dioxane), O (water), C(Cl)Cl (DCM). The product is BrC1=C(C=C(C=C1)Cl)C1CC1 (1-bromo-4-chloro-2-cyclopropylbenzene). RXN SMILES: [CH:1]1(B(O)O)[CH2:3][CH2:2]1.[Br:7][C:8]1[CH:13]=[CH:12][C:11]([Cl:14])=[CH:10][C:9]=1I.P([O-])([O-])([O-])=O.[K+].[K+].[K+]>O1CCOCC1.O.C(Cl)Cl.C1C=CC(P(C2C=CC=CC=2)[C-]2C=CC=C2)=CC=1.C1C=CC(P(C2C=CC=CC=2)[C-]2C=CC=C2)=CC=1.Cl[Pd]Cl.[Fe+2].C(Cl)Cl>[Br:7][C:8]1[CH:13]=[CH:12][C:11]([Cl:14])=[CH:10][C:9]=1[CH:1]1[CH2:3][CH2:2]1 |f:2.3.4.5,9.10.11.12.13|. Procedure details: A solution of cyclopropylboronic acid (2.104 g, 24.49 mmol), 1-bromo-4-chloro-2-iodobenzene (5.700 g, 17.96 mmol), potassium phosphate (13.86 g, 65.3 mmol), and PdCl2(dppf)-DCM adduct (0.667 g, 0.816 mmol) in 18 mL dioxane and 6 mL water was heated to 100° C. overnight. The reaction mixture was then diluted with DCM and washed with water. The organics were dried over MgSO4 and concentrated. The crude residue was used in the next step without purification. m/z (ESI) does not ionize in H+ mode. Reaction SMILES: [CH3:1][CH2:2][CH2:3][CH2:4][CH:5]([OH:9])[C:6]([OH:8])=[O:7].[CH2:10](O)[CH2:11][CH2:12][CH2:13][CH2:14][CH2:15][CH2:16][CH2:17][CH2:18][CH3:19]>S(=O)(=O)(O)O>[OH:9][CH:5]([CH2:4][CH2:3][CH2:2][CH3:1])[C:6]([O:8][CH2:10][CH2:11][CH2:12][CH2:13][CH2:14][CH2:15][CH2:16][CH2:17][CH2:18][CH3:19])=[O:7]. Reagents/catalysts: S(O)(O)(=O)=O (sulfuric acid). Procedure: A 50 ml one neck round bottom flask equipped with a Dean Stark trap, condenser and a nitrogen inlet/outlet was charged with 5.0 g (0.038 moles) DL-2-hydroxycaproic acid, 23.95 g (0.151 moles) decyl alcohol, and 0.019 g sulfuric acid. The reactants were heated to 140° C. for 8 hours and water collected as the reaction proceeded. The acid was neutralized by washing three times with 50 ml saturated sodium bicarbonate solution. Approximately 50 ml ether was needed to break the emulsion. The organic ... Yield: 41.9%. Solvent: one. Reactants: CCCCC(C(=O)O)O (DL-2-hydroxycaproic acid), C(CCCCCCCCC)O (decyl alcohol). The product is OC(C(=O)OCCCCCCCCCC)CCCC (Decyl 2-Hydroxyhexanoate). Reaction conditions: temperature 140 celsius. The reactants are [BH4-].[Na+] (sodium borohydride), Cl (hydrochloric acid), CC(C)O (2-propanol), CC(C)O (2-propanol), CC1(CC(C2CCC2(C1)C)=O)C (4,4,6-trimethylbicyclo[4.2.0]octane-2-one). Solvent: O (water), C1(=CC=CC=C1)C (toluene), O (water). Conditions: time 2 hour. Yields the product CC1(CC(C2CCC2(C1)C)O)C (4,4,6-trimethylbicyclo [4.2.0]octane-2-ol). The yield is 97.5%. RXN SMILES: [BH4-].[Na+].CC(O)C.[CH3:7][C:8]1([CH3:18])[CH2:15][C:14]2([CH3:16])[CH:11]([CH2:12][CH2:13]2)[C:10](=[O:17])[CH2:9]1.Cl>O.C1(C)C=CC=CC=1>[CH3:7][C:8]1([CH3:18])[CH2:15][C:14]2([CH3:16])[CH:11]([CH2:12][CH2:13]2)[CH:10]([OH:17])[CH2:9]1 |f:0.1|. Procedure details: To a 2-liter 3-necked flask fitted with a mechanical stirrer, additional funnel, reflux condenser and drying tube was added 15 g. (0.39 mole) of sodium borohydride and 500 ml. 2-propanol. To this solution was slowly added 218.6 g. (1.317 moles) of 4,4,6-trimethylbicyclo[4.2.0]octane-2-one in 50 ml. of 2-propanol. After 2 hours, about 200 ml. of water was added. The mixture was stirred an additional 1 hour, then about 35 ml. concentrated hydrochloric acid was added. After another 1 hour of stirri...